From a dataset of the Open Reaction Database (ORD), a public repository of structured organic reaction records. describe an organic reaction: reactants, conditions, products, and yield Starting materials: C(C1=CC=CC=C1)OC1=CC(=C(C(=C1)N=NC1=C(C=C(C=C1)OC)[N+](=O)[O-])O)C(C)(C)C (4-(benzyloxy)-2-tert-butyl-6-[(4-methoxy-2-nitrophenyl)diazenyl]phenol), O=C[C@H](O)[C@@H](O)[C@H](O)[C@H](O)CO (glucose), N-Oxide, Cl (HCl). The reagents and catalysts are [Zn] (Zinc). Solvent: C(C)O (ethanol). Conditions: time 24 hour. Yields the product C(C1=CC=CC=C1)OC1=CC(=C(C(=C1)N1N=C2C(=N1)C=CC(=C2)OC)O)C(C)(C)C (4-(benzyloxy)-2-tert-butyl-6-(5-methoxy-2H-1,2,3-benzotriazol-2-yl)phenol). Yield: 46.4%. RXN SMILES: [CH2:1]([O:8][C:9]1[CH:14]=[C:13]([N:15]=[N:16][C:17]2[CH:22]=[CH:21][C:20]([O:23][CH3:24])=[CH:19][C:18]=2[N+:25]([O-])=O)[C:12]([OH:28])=[C:11]([C:29]([CH3:32])([CH3:31])[CH3:30])[CH:10]=1)[C:2]1[CH:7]=[CH:6][CH:5]=[CH:4][CH:3]=1.O=C[C@@H]([C@H]([C@@H]([C@@H](CO)O)O)O)O.Cl>C(O)C.[Zn]>[CH2:1]([O:8][C:9]1[CH:14]=[C:13]([N:15]2[N:16]=[C:17]3[CH:22]=[CH:21][C:20]([O:23][CH3:24])=[CH:19][C:18]3=[N:25]2)[C:12]([OH:28])=[C:11]([C:29]([CH3:32])([CH3:31])[CH3:30])[CH:10]=1)[C:2]1[CH:7]=[CH:6][CH:5]=[CH:4][CH:3]=1. Reported procedure: To a stirred solution of XII (3.12 Kg) in ethanol (36 L), a glucose solution (2.496 Kg in 15.6 L 2N NaOH) was added dropwise under nitrogen atmosphere. The reaction mixture was stirred at room temperature for 24 hr. Zinc powder (5.46 Kg) previously activated with HCl solution was charged portionwise to the reaction mixture. The reaction mixture was heated at 60° C. for 4 hr to 6 hr until N-Oxide completely consumed. The reaction mixture was cooled and extracted with 15 liters of a 2:1 hexane:tol... Reactants: CCOC(C)=O, Nc1cc(OC(=O)c2ccccc2)ccc1OCc1ccccc1, O=S(=O)(Cl)c1ccccc1, c1ccncc1. RXN SMILES: [CH3:35][CH2:36][O:37][C:38](=[O:39])[CH3:40].[NH2:1][c:2]1[cH:3][c:4]([O:16][C:17]([c:18]2[cH:19][cH:20][cH:21][cH:22][cH:23]2)=[O:24])[cH:5][cH:6][c:7]1[O:8][CH2:9][c:10]1[cH:11][cH:12][cH:13][cH:14][cH:15]1.[c:25]1([S:31](=[O:32])(=[O:33])[Cl:34])[cH:26][cH:27][cH:28][cH:29][cH:30]1.[cH:41]1[cH:42][cH:43][n:44][cH:45][cH:46]1>>[NH:1]([c:2]1[cH:3][c:4]([O:16][C:17]([c:18]2[cH:19][cH:20][cH:21][cH:22][cH:23]2)=[O:24])[cH:5][cH:6][c:7]1[O:8][CH2:9][c:10]1[cH:11][cH:12][cH:13][cH:14][cH:15]1)[S:31]([c:25]1[cH:26][cH:27][cH:28][cH:29][cH:30]1)(=[O:32])=[O:33]. Product: O=C(Oc1ccc(OCc2ccccc2)c(NS(=O)(=O)c2ccccc2)c1)c1ccccc1.